Task: describe an organic reaction: reactants, conditions, products, and yield. Dataset: the Open Reaction Database (ORD), a public repository of structured organic reaction records Starting materials: FC(F)(F)c1cc(-c2ccc(Cl)cc2)nc(-c2cccc(Br)c2)n1, OB(O)c1cccnc1. Product: FC(F)(F)c1cc(-c2ccc(Cl)cc2)nc(-c2cccc(-c3cccnc3)c2)n1. RXN SMILES: [Br:1][c:2]1[cH:3][c:4](-[c:8]2[n:9][c:10]([C:21]([F:22])([F:23])[F:24])[cH:11][c:12](-[c:14]3[cH:15][cH:16][c:17]([Cl:20])[cH:18][cH:19]3)[n:13]2)[cH:5][cH:6][cH:7]1.[n:25]1[cH:26][c:27]([B:31]([OH:32])[OH:33])[cH:28][cH:29][cH:30]1>>[c:2]1(-[c:27]2[cH:26][n:25][cH:30][cH:29][cH:28]2)[cH:3][c:4](-[c:8]2[n:9][c:10]([C:21]([F:22])([F:23])[F:24])[cH:11][c:12](-[c:14]3[cH:15][cH:16][c:17]([Cl:20])[cH:18][cH:19]3)[n:13]2)[cH:5][cH:6][cH:7]1. Starting materials: CCOC(=O)N1CCN(c2nn(-c3ccccc3Cl)c3ccccc23)CC1, [K+], [OH-], O. Yields the product Clc1ccccc1-n1nc(N2CCNCC2)c2ccccc21. RXN SMILES: [CH2:1]([O:2][C:3](=[O:4])[N:6]1[CH2:7][CH2:8][N:9]([c:12]2[n:13][n:14](-[c:21]3[c:22]([Cl:27])[cH:23][cH:24][cH:25][cH:26]3)[c:15]3[cH:16][cH:17][cH:18][cH:19][c:20]23)[CH2:10][CH2:11]1)[CH3:5].[K+:29].[OH-:28].[OH2:30]>>[NH:6]1[CH2:7][CH2:8][N:9]([c:12]2[n:13][n:14](-[c:21]3[c:22]([Cl:27])[cH:23][cH:24][cH:25][cH:26]3)[c:15]3[cH:16][cH:17][cH:18][cH:19][c:20]23)[CH2:10][CH2:11]1. The reactants are C([O-])([O-])=O.[K+].[K+] (Potasium carbonate), C(=O)C1=C(C(=O)O)C=CC=C1 (formylbenzoic acid), C(C)I (ethyl iodide). The solvent is C(C)#N (acetonitrile). Product: C(=O)C=1C=C(C(=O)OC)C=CC1 (Methyl 3-formylbenzoate). Isolated yield 89.3%. RXN SMILES: [C:1](=[O:4])([O-])[O-:2].[K+].[K+].[CH:7]([C:9]1[CH:17]=[CH:16][CH:15]=[CH:14][C:10]=1C(O)=O)=[O:8].[CH2:18](I)C>C(#N)C>[CH:7]([C:9]1[CH:10]=[C:14]([CH:15]=[CH:16][CH:17]=1)[C:1]([O:2][CH3:18])=[O:4])=[O:8] |f:0.1.2|. Reported procedure: Potasium carbonate (6.84 g) was added to a solution of 3 formylbenzoic acid (5.00 g), ethyl iodide (5.15 g) in acetonitrile (100 ml). The reaction mixture was refluxed for 18 hrs after cooling the mixture was partitioned between ethyl acetate and water, the organic phase separated, washed with saturated brine, dried over MgSO4 and evaporated under reduced pressure to afford the title compound as a yellow oil (4.84 g). Starting materials: CCO, CC(COC(F)F)Oc1cc(OCc2ccccc2)cc(C(=O)Nc2ccn(C)n2)c1. Product: CC(COC(F)F)Oc1cc(O)cc(C(=O)Nc2ccn(C)n2)c1. Reaction SMILES: [CH3:32][CH2:33][OH:34].[F:1][CH:2]([O:3][CH2:4][CH:5]([CH3:6])[O:7][c:8]1[cH:9][c:10]([C:11](=[O:12])[NH:13][c:14]2[n:15][n:16]([CH3:19])[cH:17][cH:18]2)[cH:20][c:21]([O:23][CH2:24][c:25]2[cH:26][cH:27][cH:28][cH:29][cH:30]2)[cH:22]1)[F:31]>>[F:1][CH:2]([O:3][CH2:4][CH:5]([CH3:6])[O:7][c:8]1[cH:9][c:10]([C:11](=[O:12])[NH:13][c:14]2[n:15][n:16]([CH3:19])[cH:17][cH:18]2)[cH:20][c:21]([OH:23])[cH:22]1)[F:31].